This data is from the Open Reaction Database (ORD), a public repository of structured organic reaction records. The task is: describe an organic reaction: reactants, conditions, products, and yield Reactants: [O-]CC.[K+] (potassium ethoxide), C(C(=O)OCC)(=O)OCC (diethyl oxalate), C(CC)#N (propionitrile). Solvent: CCO (EtOH). Yields the product C(#N)C(=C([O-])C(=O)OCC)C.[K+] (Potassium 2-cyano-1-ethoxycarbonyl-2-methylethenolate). As a reaction SMILES: [O-]CC.[K+:4].[C:5]([O:12][CH2:13][CH3:14])(=[O:11])[C:6]([O:8]CC)=O.[C:15](#[N:18])[CH2:16][CH3:17]>CCO>[C:15]([C:16]([CH3:17])=[C:6]([C:5]([O:12][CH2:13][CH3:14])=[O:11])[O-:8])#[N:18].[K+:4] |f:0.1,5.6|. Procedure: Placed potassium ethoxide (1.0 eq.) in a sealed tube with EtOH and shook until dissolved. A mixture of diethyl oxalate (1.0 eq.) and propionitrile (1.0 eq.) was added to the sealed tube and the mixture was capped and stirred at reflux. After a time sufficient for reaction completion, the reaction was cooled and the precipitate collected and washed with diethyl ether to afford 47. The reactants are 20-formamido-Δ4,17(20) pregnadien-11β, 21-diol-3-one, O (water), C1=CC=C(C(=C1)C(=O)O)C(=O)OO (perphthalic acid). Solvent: CO (methanol). The product is C1(C=2C(C(=O)O1)=CC=CC2)=O (phthalic anhydride). Reaction SMILES: O.[CH:2]1[CH:7]=[C:6]([C:8]([OH:10])=O)[C:5]([C:11]([O:13]O)=[O:12])=[CH:4][CH:3]=1>CO>[C:11]1(=[O:12])[O:13][C:8](=[O:10])[C:6]2=[CH:7][CH:2]=[CH:3][CH:4]=[C:5]12. Procedure: 0.81 g of 20-formamido-Δ4,17(20) -pregnadien-11β, 21-diol-3-one, 6.4 ml of water and 6.4 ml of methanol were mixed together under an inert gas atmosphere and 0.8 ml of 50% perphthalic acid (obtained from 2 g of phthalic anhydride solubilized at 40° C. over 15 minutes in a mixture of 1 ml of 50% hydrogen peroxide and 2 ml of methanol) were added with stirring at 22°-23° C. Then after 90 minutes of stirring, another 0.8 ml of perphthalic acid was added. After 4 hours, another 0.5 ml of perphthalic... Starting materials: Cc1cn2cccc(OCc3c(C)cc(F)cc3C)c2n1, CC(=O)O, ClCl. Yields the product Cc1cc(F)cc(C)c1COc1cccn2c(Cl)c(C)nc12. As a reaction SMILES: [CH3:1][c:2]1[c:3]([CH2:4][O:5][c:6]2[c:7]3[n:8]([cH:9][cH:10][cH:11]2)[cH:12][c:13]([CH3:15])[n:14]3)[c:16]([CH3:21])[cH:17][c:18]([F:20])[cH:19]1.[CH3:24][C:25](=[O:26])[OH:27].[Cl:22][Cl:23]>>[CH3:1][c:2]1[c:3]([CH2:4][O:5][c:6]2[c:7]3[n:8]([cH:9][cH:10][cH:11]2)[c:12]([Cl:22])[c:13]([CH3:15])[n:14]3)[c:16]([CH3:21])[cH:17][c:18]([F:20])[cH:19]1.